Dataset: the Open Reaction Database (ORD), a public repository of structured organic reaction records. Task: describe an organic reaction: reactants, conditions, products, and yield As a reaction SMILES: [C:1]([CH3:2])([CH3:3])([CH3:4])[O:5][C:6](=[O:7])[NH:8][CH:9]([C:10](=[O:11])[NH:12][CH:13]1[CH:14]2[N:15]([CH:16]([C:22](=[O:23])[O:24][CH2:25][C:26]([Cl:27])([Cl:28])[Cl:29])[C:17]([CH3:20])([CH3:21])[S:18]2=[O:19])[C:30]1=[O:31])[c:32]1[cH:33][cH:34][cH:35][cH:36][cH:37]1.[Cl:38][N:39]1[C:40](=[O:41])[CH2:42][CH2:43][C:44]1=[O:45]>>[C:1]([CH3:2])([CH3:3])([CH3:4])[O:5][C:6](=[O:7])[NH:8][CH:9]([C:10](=[O:11])[NH:12][CH:13]1[CH:14]([S:18](=[O:19])[Cl:38])[N:15]([CH:16]([C:17]([CH3:20])=[CH2:21])[C:22](=[O:23])[O:24][CH2:25][C:26]([Cl:27])([Cl:28])[Cl:29])[C:30]1=[O:31])[c:32]1[cH:33][cH:34][cH:35][cH:36][cH:37]1. The product is C=C(C)C(C(=O)OCC(Cl)(Cl)Cl)N1C(=O)C(NC(=O)C(NC(=O)OC(C)(C)C)c2ccccc2)C1S(=O)Cl. The reactants are CC(C)(C)OC(=O)NC(C(=O)NC1C(=O)N2C1S(=O)C(C)(C)C2C(=O)OCC(Cl)(Cl)Cl)c1ccccc1, O=C1CCC(=O)N1Cl. Reactants: CCI, CN(C)C=O, [H-], [Na+], O=C1Nc2ccccc2Nc2cscc21. Product: CCN1C(=O)c2cscc2Nc2ccccc21. As a reaction SMILES: [CH2:18]([CH3:19])[I:20].[CH3:21][N:22]([CH3:23])[CH:24]=[O:25].[H-:16].[Na+:17].[cH:1]1[s:2][cH:3][c:4]2[c:10]1[C:9](=[O:11])[NH:8][c:7]1[c:6]([cH:15][cH:14][cH:13][cH:12]1)[NH:5]2>>[cH:1]1[s:2][cH:3][c:4]2[c:10]1[C:9](=[O:11])[N:8]([CH2:18][CH3:19])[c:7]1[c:6]([cH:15][cH:14][cH:13][cH:12]1)[NH:5]2. The reactants are C(C)N (ethylamine), S(=O)(Cl)Cl (thionyl chloride), C(=O)(O)C=1OC2=C(C1)C(=CC=C2N2C(N(C(=CC2=O)C(F)(F)F)C)=O)Cl (3-(2-carboxy-4-chlorobenzofuran-7-yl)-1-methyl-6-trifluoromethyluracil), S(=O)(Cl)Cl (thionyl chloride). Run in O (water). Run at time 3 hour. Yields the product ClC1=CC=C(C2=C1C=C(O2)C(NCC)=O)N2C(N(C(=CC2=O)C(F)(F)F)C)=O (3-(4-chloro-2-ethylcarbamoylbenzofuran-7-yl)-1-methyl-6-trifluoromethyluracil). Yield: 77.7%. As a reaction SMILES: S(Cl)(Cl)=O.[C:5]([C:8]1[O:9][C:10]2[C:16]([N:17]3[C:22](=[O:23])[CH:21]=[C:20]([C:24]([F:27])([F:26])[F:25])[N:19]([CH3:28])[C:18]3=[O:29])=[CH:15][CH:14]=[C:13]([Cl:30])[C:11]=2[CH:12]=1)([OH:7])=O.[CH2:31]([NH2:33])[CH3:32]>O>[Cl:30][C:13]1[C:11]2[CH:12]=[C:8]([C:5](=[O:7])[NH:33][CH2:31][CH3:32])[O:9][C:10]=2[C:16]([N:17]2[C:22](=[O:23])[CH:21]=[C:20]([C:24]([F:26])([F:27])[F:25])[N:19]([CH3:28])[C:18]2=[O:29])=[CH:15][CH:14]=1. Procedure details: 10 ml of thionyl chloride was added to 0.37 g (0.96 mmol) of 3-(2-carboxy-4-chlorobenzofuran-7-yl)-1-methyl-6-trifluoromethyluracil, followed by stirring for 3 hours under heating and refluxing. After completion of the reaction, thionyl chloride was distilled off under reduced pressure. The obtained residue was dissolved in 20 ml of tetrahydrofuran. To this solution, 0.24 g (3.84 mmol) of ethylamine (70% aqueous solution) was added, followed by stirring for 10 minutes at room temperature. After ...